From a dataset of the Open Reaction Database (ORD), a public repository of structured organic reaction records. describe an organic reaction: reactants, conditions, products, and yield Reactants: 27, C=CC1=CC=CC=C1 (styrene), C(C=C)(=O)OCCCC (n-butyl acrylate), C(CCCCCCCCCCC)OCCCCCCCCCCCC.O(CC[*:2])[*:1] (polyoxyethylene lauryl ether), C=CC=C.C=CC1=CC=CC=C1 (butadiene-styrene copolymer), C(C(=C)C)(=O)OC (methyl methacrylate), C(C(=C)C)(=O)O (methacrylic acid). Solvent: C1(=CC=CC=C1)C (toluene). Yields the product C=CC=C (butadiene), C=CC1=CC=CC=C1 (styrene). Yield: 30.0%. RXN SMILES: [CH2:1]=[CH:2][CH:3]=[CH2:4].[CH2:5]=[CH:6][C:7]1[CH:12]=[CH:11][CH:10]=[CH:9][CH:8]=1.C(OCCCC)(=O)C=C.C(OC)(=O)C(C)=C.C(O)(=O)C(C)=C.C=CC1C=CC=CC=1>C1(C)C=CC=CC=1>[CH2:1]=[CH:2][CH:3]=[CH2:4].[CH2:5]=[CH:6][C:7]1[CH:12]=[CH:11][CH:10]=[CH:9][CH:8]=1 |f:0.1|. Reported procedure: A butadiene-styrene copolymer rubber latex having a particle size of 0.10 micron, a gel content of 75%, a swelling degree in toluene of 27 and a pH of 8.8 and comprising 70% of butadiene and 30% styrene was prepared. To 100 parts of the rubber latex 4.0 parts of a C.A. latex comprising 60% of n-butyl acrylate, 20% of methyl methacrylate and 20% of methacrylic acid and having a pH of 6.2 was added and, thereby, the particle size of the rubber latex was agglomerated to 0.75 micron. The pH of the a...